Task: describe an organic reaction: reactants, conditions, products, and yield. Dataset: the Open Reaction Database (ORD), a public repository of structured organic reaction records Starting materials: C1(=CC=CC=C1)P(C1=CC=CC=C1)C1=CC=CC=C1 (triphenylphosphine), C(Cl)(Cl)(Cl)Cl (carbon tetrachloride), OCC1=C(C(OC)C2=CC(=NO2)C)C=CC=C1 (5-(2-hydroxymethyl-α-methoxybenzyl)-3-methylisoxazole). Solvent: C(C)#N (acetonitrile). Conditions: time 8 hour. Yields the product ClCC1=C(C(OC)C2=CC(=NO2)C)C=CC=C1 (5-(2-chloromethyl-α-methoxybenzyl)-3-methylisoxazole). Yield: 77.2%. As a reaction SMILES: O[CH2:2][C:3]1[CH:17]=[CH:16][CH:15]=[CH:14][C:4]=1[CH:5]([C:8]1[O:12][N:11]=[C:10]([CH3:13])[CH:9]=1)[O:6][CH3:7].C1(P(C2C=CC=CC=2)C2C=CC=CC=2)C=CC=CC=1.C(Cl)(Cl)(Cl)[Cl:38]>C(#N)C>[Cl:38][CH2:2][C:3]1[CH:17]=[CH:16][CH:15]=[CH:14][C:4]=1[CH:5]([C:8]1[O:12][N:11]=[C:10]([CH3:13])[CH:9]=1)[O:6][CH3:7]. Reported procedure: To a mixture of 1.24 g (5.3 mmol) of 5-(2-hydroxymethyl-α-methoxybenzyl)-3-methylisoxazole and 10 ml of acetonitrile was added 1.67 g (6.36 mmol) of triphenylphosphine and 1.23 ml (12.7 mmol) of carbon tetrachloride under ice-cooling and stirred at room temperature overnight. After completion of the reaction, the residue obtained by concentration under reduced pressure was purified by column chromatography on silica gel (ethyl acetate/n-hexane) to give 5-(2-chloromethyl-α-methoxybenzyl)-3-methyl...